From a dataset of the Open Reaction Database (ORD), a public repository of structured organic reaction records. describe an organic reaction: reactants, conditions, products, and yield Reactants: C(C)(C)NC(C)C (diisopropylamine), sodium chloride ice, [Li+].CC(C)[N-]C(C)C (LDA), C(CCC)[Li] (butyl lithium), FC1=C(C=CC=C1F)CC#N (2,3-difluorophenyl-acetonitrile), CI (methyl iodide). The solvent is O1CCCC1 (tetrahydrofuran), hexanes, O1CCCC1 (tetrahydrofuran). Reaction conditions: temperature -78 celsius, time 40 minute. Product: FC1=C(C=CC=C1F)C(C#N)C (rac-2-(2,3-difluoro-phenyl)-propionitrile). Yield: 51.5%. RXN SMILES: [CH:1](NC(C)C)(C)C.C([Li])CCC.[Li+].CC([N-]C(C)C)C.[F:21][C:22]1[C:27]([F:28])=[CH:26][CH:25]=[CH:24][C:23]=1[CH2:29][C:30]#[N:31].CI>O1CCCC1>[F:21][C:22]1[C:27]([F:28])=[CH:26][CH:25]=[CH:24][C:23]=1[CH:29]([CH3:1])[C:30]#[N:31] |f:2.3|. Procedure: A solution of 1.586 g (16 mmol) diisopropylamine in 25 ml tetrahydrofuran was cooled with sodium chloride/ice to −10° C. A solution of 9 ml (14 mmol) 1.6 M butyl lithium in hexanes was added drop-wise. After stirring for 10 min the resulting LDA solution was cooled to −78° C. and a solution of 2.00 g (13 mmol) 2,3-difluorophenyl-acetonitrile in 5 ml tetrahydrofuran slowly added. The reaction mixture was stirred at −78° C. for 40 min, then 2.22 g (16 mmol) methyl iodide were added and the cooling... Starting materials: C1CCOC1, CS(=O)(=O)Cl, CCOC(C)=O, CC(c1ccc(CO)cc1Cl)C(O)(c1ccnc(Cl)c1)C(F)(F)F. The product is CC(c1ccc(COS(C)(=O)=O)cc1Cl)C(O)(c1ccnc(Cl)c1)C(F)(F)F. Reaction SMILES: [CH2:30]1[O:31][CH2:32][CH2:33][CH2:34]1.[CH3:25][S:26]([Cl:27])(=[O:28])=[O:29].[CH3:35][CH2:36][O:37][C:38](=[O:39])[CH3:40].[Cl:1][c:2]1[c:3]([CH:10]([C:11]([C:12]([F:13])([F:14])[F:15])([OH:16])[c:17]2[cH:18][c:19]([Cl:23])[n:20][cH:21][cH:22]2)[CH3:24])[cH:4][cH:5][c:6]([CH2:8][OH:9])[cH:7]1>>[Cl:1][c:2]1[c:3]([CH:10]([C:11]([C:12]([F:13])([F:14])[F:15])([OH:16])[c:17]2[cH:18][c:19]([Cl:23])[n:20][cH:21][cH:22]2)[CH3:24])[cH:4][cH:5][c:6]([CH2:8][O:9][S:26]([CH3:25])(=[O:28])=[O:29])[cH:7]1. The reactants are FC(C(C(=O)OC(C)(C)C)(C)C(=O)OCC)F (tert butyl 2-difluoromethyl-2-carbethoxypropionate). Procedure: A solution of tert-butyl 2-difluoromethyl-2-carbethoxypropionate (392 g) (prepared in Step B) in trifluoroacetic acid (TFA) (400 ml) is stirred at room temperature for several hours, then the excess TFA is removed by evaporation at reduced pressure. The residue is treated with carbon tetrachloride and re-evaporated. RXN SMILES: [F:1][CH:2](F)[C:3](C(OCC)=O)([CH3:11])[C:4]([O:6][C:7](C)(C)[CH3:8])=[O:5]>FC(F)(F)C(O)=O>[CH3:11]/[C:3](=[CH:2]\[F:1])/[C:4]([O:6][CH2:7][CH3:8])=[O:5]. The product is C/C(/C(=O)OCC)=C\F ((E)-Ethyl 2-Methyl-3-fluoroacrylate). The solvent is FC(C(=O)O)(F)F (trifluoroacetic acid). The reactants are CC1(N=C1C1=C(C=CC=C1)C)C (2,2-dimethyl-3-(o-tolyl)-2H-azirine), CN(C1=CC=C(C=O)C=C1)C (p-(dimethylamino)benzaldehyde). Solvent: O1CCOCC1 (1,4-dioxane). The product is CN(C1=CC=C(C=C1)C1C(=NC(O1)(C)C)C1=C(C=CC=C1)C)C (5-[p-(dimethylamino)phenyl]-2,2-dimethyl-4-(o-tolyl)-3-oxazoline). RXN SMILES: [CH3:1][C:2]1([CH3:12])[C:4]([C:5]2[CH:10]=[CH:9][CH:8]=[CH:7][C:6]=2[CH3:11])=[N:3]1.[CH3:13][N:14]([CH3:23])[C:15]1[CH:22]=[CH:21][C:18]([CH:19]=[O:20])=[CH:17][CH:16]=1>O1CCOCC1>[CH3:13][N:14]([CH3:23])[C:15]1[CH:22]=[CH:21][C:18]([CH:19]2[O:20][C:2]([CH3:1])([CH3:12])[N:3]=[C:4]2[C:5]2[CH:10]=[CH:9][CH:8]=[CH:7][C:6]=2[CH3:11])=[CH:17][CH:16]=1. Procedure details: 3.3 g of 2,2-dimethyl-3-(o-tolyl)-2H-azirine and 2.5 g of p-(dimethylamino)benzaldehyde were exposed to light for 2 hours in 290 ml of 1,4-dioxane (with the light source described in Example 2). After removing the solvent in a water-jet vacuum, the residue was chromatographed on aluminum oxide (neutral, activity 1), the elution was carried out with n-heptane/ether (9:1). Crystallization from ethanol/water gave 5-[p-(dimethylamino)phenyl]-2,2-dimethyl-4-(o-tolyl)-3-oxazoline which melted at 89°-9... Reactants: C1=C(C=CC=2OC3=C(C21)CCCCCC3)N (6,7,8,9,10,11-Hexahydro-benzo[b]-cycloocta[d]furan-2-ylamine), C1(CCCCC1)CC(=O)Cl (cyclohexylacetyl chloride). Solvent: N1=CC=CC=C1 (pyridine). Yields the product C1(CCCCC1)CC(=O)NC1=CC2=C(OC3=C2CCCCCC3)C=C1 (2-cyclohexyl-N-[6,7,8,9,10,11-hexahydro-benzo[b]-cycloocta[d]furan-2-yl]acetamide). The yield is 76.6%. Reaction SMILES: [CH:1]1[C:9]2[C:8]3[CH2:10][CH2:11][CH2:12][CH2:13][CH2:14][CH2:15][C:7]=3[O:6][C:5]=2[CH:4]=[CH:3][C:2]=1[NH2:16].[CH:17]1([CH2:23][C:24](Cl)=[O:25])[CH2:22][CH2:21][CH2:20][CH2:19][CH2:18]1>N1C=CC=CC=1>[CH:17]1([CH2:23][C:24]([NH:16][C:2]2[CH:3]=[CH:4][C:5]3[O:6][C:7]4[CH2:15][CH2:14][CH2:13][CH2:12][CH2:11][CH2:10][C:8]=4[C:9]=3[CH:1]=2)=[O:25])[CH2:22][CH2:21][CH2:20][CH2:19][CH2:18]1. Procedure details: Following the procedure of Example 1, 6,7,8,9,10,11-Hexahydro-benzo[b]-cycloocta[d]furan-2-ylamine (1.1 g, 5.0 mmol) and cyclohexylacetyl chloride (0.88 g, 5.5 mmol) in pyridine (10 mL) provided 2-cyclohexyl-N-[6,7,8,9,10,11-hexahydro-benzo[b]-cycloocta[d]furan-2-yl]acetamide (1.3 g). Mp 180-181° C.;MS (El) m/z 340 ([M+H]+); Anal. Calcd. for C22H29NO2: C, 77.84; H, 8.61; N, 4.13; Found: C, 77.96; H, 8.70; N, 4.16. The product is CCOC(=O)C1(CCCc2c(F)cnc3ccc(OC)cc23)CCN(CCOc2cc(F)c(F)c(F)c2)CC1. RXN SMILES: [Br:28][CH2:29][CH2:30][O:31][c:32]1[cH:33][c:34]([F:40])[c:35]([F:39])[c:36]([F:38])[cH:37]1.[C:43](=[O:44])([O-:45])[O-:46].[CH3:49][C:50]#[N:51].[F:1][c:2]1[cH:3][n:4][c:5]2[cH:6][cH:7][c:8]([O:26][CH3:27])[cH:9][c:10]2[c:11]1[CH2:12][CH2:13][CH2:14][C:15]1([C:21](=[O:22])[O:23][CH2:24][CH3:25])[CH2:16][CH2:17][NH:18][CH2:19][CH2:20]1.[I-:42].[K+:41].[K+:47].[K+:48]>>[F:1][c:2]1[cH:3][n:4][c:5]2[cH:6][cH:7][c:8]([O:26][CH3:27])[cH:9][c:10]2[c:11]1[CH2:12][CH2:13][CH2:14][C:15]1([C:21](=[O:22])[O:23][CH2:24][CH3:25])[CH2:16][CH2:17][N:18]([CH2:29][CH2:30][O:31][c:32]2[cH:33][c:34]([F:40])[c:35]([F:39])[c:36]([F:38])[cH:37]2)[CH2:19][CH2:20]1. Starting materials: Fc1cc(OCCBr)cc(F)c1F, O=C([O-])[O-], CC#N, CCOC(=O)C1(CCCc2c(F)cnc3ccc(OC)cc23)CCNCC1, [I-], [K+], [K+], [K+].